From a dataset of the Open Reaction Database (ORD), a public repository of structured organic reaction records. describe an organic reaction: reactants, conditions, products, and yield The reactants are C(#N)C=1C=C(C=CC1)O (3-cyanophenol), C([O-])([O-])=O.[K+].[K+] (potassium carbonate), BrCCBr (1,2-dibromoethane), C(C)(C)N (isopropylamine). The product is CC(C)NCCOC=1C=C(C#N)C=CC1 (3-[2-[(1-Methylethyl)amino]ethoxy]benzonitrile). As a reaction SMILES: [C:1]([C:3]1[CH:4]=[C:5]([OH:9])[CH:6]=[CH:7][CH:8]=1)#[N:2].C(=O)([O-])[O-].[K+].[K+].Br[CH2:17][CH2:18]Br.[CH:20]([NH2:23])([CH3:22])[CH3:21]>>[CH3:21][CH:20]([NH:23][CH2:17][CH2:18][O:9][C:5]1[CH:4]=[C:3]([CH:8]=[CH:7][CH:6]=1)[C:1]#[N:2])[CH3:22] |f:1.2.3|. Reported procedure: Following the procedure of Preparation 46, 3-cyanophenol, potassium carbonate and excess 1,2-dibromoethane are reacted and the product thereof is reacted with isopropylamine to give the title compound. The solvent is O1CCOCC1 (dioxane). Reaction SMILES: Cl[C:2]1[N:7]=[C:6]([NH:8][CH2:9][CH2:10][NH:11][C:12]2[N:17]=[C:16]([NH2:18])[C:15]([N+:19]([O-:21])=[O:20])=[CH:14][CH:13]=2)[N:5]2[N:22]=[CH:23][N:24]=[C:4]2[CH:3]=1.[Cl:25][C:26]1[CH:31]=[C:30]([Cl:32])[CH:29]=[CH:28][C:27]=1B(O)O.C(=O)([O-])[O-].[Na+].[Na+]>C1C=CC([P]([Pd]([P](C2C=CC=CC=2)(C2C=CC=CC=2)C2C=CC=CC=2)([P](C2C=CC=CC=2)(C2C=CC=CC=2)C2C=CC=CC=2)[P](C2C=CC=CC=2)(C2C=CC=CC=2)C2C=CC=CC=2)(C2C=CC=CC=2)C2C=CC=CC=2)=CC=1.O1CCOCC1>[Cl:25][C:26]1[CH:31]=[C:30]([Cl:32])[CH:29]=[CH:28][C:27]=1[C:2]1[N:7]=[C:6]([NH:8][CH2:9][CH2:10][NH:11][C:12]2[N:17]=[C:16]([NH2:18])[C:15]([N+:19]([O-:21])=[O:20])=[CH:14][CH:13]=2)[N:5]2[N:22]=[CH:23][N:24]=[C:4]2[CH:3]=1 |f:2.3.4,^1:45,47,66,85|. The reagents and catalysts are C=1C=CC(=CC1)[P](C=2C=CC=CC2)(C=3C=CC=CC3)[Pd]([P](C=4C=CC=CC4)(C=5C=CC=CC5)C=6C=CC=CC6)([P](C=7C=CC=CC7)(C=8C=CC=CC8)C=9C=CC=CC9)[P](C=1C=CC=CC1)(C=1C=CC=CC1)C=1C=CC=CC1 (tetrakis(triphenylphosphine)palladium(0)). Reported procedure: 60 mg (0.16 mmol) of N6-{2-[(7-chloro[1,2,4]triazolo[1,5-c]pyrimidin-5-yl)amino]ethyl}-3-nitropyridine-2,6-diamine (Example 6A), 30.3 mg (0.16 mmol) of (2,4-dichlorphenyl)boronic acid and 18.4 mg (0.016 mmol) of tetrakis(triphenylphosphine)palladium(0) are introduced into a mixture of 3.4 ml of dioxane and 1.1 ml of saturated aqueous sodium carbonate solution under argon. The mixture is degassed with argon and then heated in a microwave at 150° C. for 30 min. Cooling is followed by filtration th... Starting materials: ClC1=CC=2N(C(=N1)NCCNC1=CC=C(C(=N1)N)[N+](=O)[O-])N=CN2 (N6-{2-[(7-chloro[1,2,4]triazolo[1,5-c]pyrimidin-5-yl)amino]ethyl}-3-nitropyridine-2,6-diamine), ClC1=C(C=CC(=C1)Cl)B(O)O ((2,4-dichlorphenyl)boronic acid), C([O-])([O-])=O.[Na+].[Na+] (sodium carbonate). Conditions: temperature 150 celsius. Yields the product ClC1=C(C=CC(=C1)Cl)C1=CC=2N(C(=N1)NCCNC1=CC=C(C(=N1)N)[N+](=O)[O-])N=CN2 (N6-(2-{[7-(2,4-Dichlorophenyl)[1,2,4]triazolo[1,5-c]pyrimidin-5-yl]amino}ethyl)-3-nitropyridine-2,6-diamine). Starting materials: COCCOCOc1ccc([N+](=O)[O-])cc1, CCCCCC, CCO, O=C[O-], [NH4+]. Product: COCCOCOc1ccc(N)cc1. As a reaction SMILES: [CH3:1][O:2][CH2:3][CH2:4][O:5][CH2:6][O:7][c:8]1[cH:9][cH:10][c:11]([N+:14]([O-:15])=[O:16])[cH:12][cH:13]1.[CH3:21][CH2:22][CH2:23][CH2:24][CH2:25][CH3:26].[CH3:27][CH2:28][OH:29].[CH:17]([O-:18])=[O:19].[NH4+:20]>>[CH3:1][O:2][CH2:3][CH2:4][O:5][CH2:6][O:7][c:8]1[cH:9][cH:10][c:11]([NH2:14])[cH:12][cH:13]1. The reactants are CC(C(=O)NC(C(=O)N1CCC2NCC(COc3ccc(F)c(F)c3)C21)C(C)(C)C)N(C)C(=O)OC(C)(C)C, CC(=O)OC(C)=O, CN(C)c1ccncc1, ClCCl. As a reaction SMILES: [C:1]([CH3:2])([CH3:3])([CH3:4])[O:5][C:6]([N:7]([CH3:8])[CH:9]([CH3:10])[C:11]([NH:12][CH:13]([C:14]([CH3:15])([CH3:16])[CH3:17])[C:18](=[O:19])[N:20]1[CH:21]2[CH:22]([CH2:23][CH2:24]1)[NH:25][CH2:26][CH:27]2[CH2:28][O:29][c:30]1[cH:31][c:32]([F:37])[c:33]([F:36])[cH:34][cH:35]1)=[O:38])=[O:39].[CH3:40][C:41](=[O:42])[O:43][C:44](=[O:45])[CH3:46].[CH3:50][N:51]([c:52]1[cH:53][cH:54][n:55][cH:56][cH:57]1)[CH3:58].[Cl:47][CH2:48][Cl:49]>>[C:1]([CH3:2])([CH3:3])([CH3:4])[O:5][C:6]([N:7]([CH3:8])[CH:9]([CH3:10])[C:11]([NH:12][CH:13]([C:14]([CH3:15])([CH3:16])[CH3:17])[C:18](=[O:19])[N:20]1[CH:21]2[CH:22]([CH2:23][CH2:24]1)[N:25]([C:41]([CH3:40])=[O:42])[CH2:26][CH:27]2[CH2:28][O:29][c:30]1[cH:31][c:32]([F:37])[c:33]([F:36])[cH:34][cH:35]1)=[O:38])=[O:39]. Product: CC(=O)N1CC(COc2ccc(F)c(F)c2)C2C1CCN2C(=O)C(NC(=O)C(C)N(C)C(=O)OC(C)(C)C)C(C)(C)C. Starting materials: S(O)(O)(=O)=O (sulfuric acid), [Fe] (iron), [Fe] (iron), S(O)(O)(=O)=O (sulfuric acid), S(O)(O)(=O)=O (sulfuric acid), [Fe] (iron), S(O)(O)(=O)=O (sulfuric acid), OS(=O)(=O)O (H2SO4). Solvent: O (water), O (water). Reaction conditions: time 8 hour. Yields the product O.O.O.O.O.O.O.S(=O)(=O)([O-])[O-].[Fe+2] (iron sulfate heptahydrate). Reaction SMILES: [Fe:1].[S:2](=[O:6])(=[O:5])([OH:4])[OH:3]>O>[OH2:3].[OH2:3].[OH2:3].[OH2:3].[OH2:3].[OH2:3].[OH2:3].[S:2]([O-:6])([O-:5])(=[O:4])=[O:3].[Fe+2:1] |f:3.4.5.6.7.8.9.10.11|. Procedure: Initially, iron sulfate heptahydrate was prepared from iron powder and sulfuric acid. 100 g of iron powder was added to 7.6 liters of deionized water in a 22 liter round bottomed flask. Separately, 86 ml of concentrated H2SO4 was mixed with 500 ml of deionized water to prepare a sulfuric acid solution. The sulfuric acid solution was added dropwise over a period of 2 hours to the iron powder slurry while mixing the slurry. The slurry was stirred overnight after completion of addition of the sulfu... As a reaction SMILES: [C:34].[CH2:1]([c:2]1[cH:3][cH:4][cH:5][cH:6][cH:7]1)[O:8][C:9](=[O:10])[CH:11]1[CH2:12][c:13]2[cH:14][cH:15][c:16]([C:21]([CH2:22][CH2:23][CH2:24][CH2:25][CH2:26][CH2:27][CH2:28][CH2:29][CH3:30])=[O:31])[cH:17][c:18]2[CH2:19][CH2:20]1.[CH2:36]1[O:37][CH2:38][CH2:39][CH2:40]1.[H:32][H:33].[Pd:35]>>[O:8]=[C:9]([OH:10])[CH:11]1[CH2:12][c:13]2[cH:14][cH:15][c:16]([C:21]([CH2:22][CH2:23][CH2:24][CH2:25][CH2:26][CH2:27][CH2:28][CH2:29][CH3:30])=[O:31])[cH:17][c:18]2[CH2:19][CH2:20]1. Starting materials: C, CCCCCCCCCC(=O)c1ccc2c(c1)CCC(C(=O)OCc1ccccc1)C2, C1CCOC1, [H][H], [Pd]. Yields the product CCCCCCCCCC(=O)c1ccc2c(c1)CCC(C(=O)O)C2. Starting materials: N1=CC=CC2=C1NC1=C(/C(/C2=O)=N/O)C=CN=C1 ((6Z)-5H-dipyrido[2,3-b:4′,3′-f]azepine-5,6(11H)-dione 6-oxime), tert-butyl-(4fprmylpyridin-3yl)carbamate, C(C)(=O)O (acetic acid). The solvent is C(C)(=O)OCC (ethyl acetate), O (water), O (water). Reaction conditions: temperature 80 celsius, time 3 hour. Product: ON1C(=NC=2C3=C(NC4=C(C21)C=CN=C4)N=CC=C3)C3=C(C=NC=C3)NC(OC(C)(C)C)=O (tert-butyl [4-(3-hydroxy-3,8-dihydroimidazo[4,5-d]dipyrido[2,3-b:4′,3′-f]azepin-2-yl)pyridin-3-yl]carbamate). Isolated yield 69.0%. Reaction SMILES: [N:1]1[C:6]2[NH:7][C:8]3[CH:18]=[N:17][CH:16]=[CH:15][C:9]=3/[C:10](=[N:13]/[OH:14])/[C:11](=O)[C:5]=2[CH:4]=[CH:3][CH:2]=1.[C:19]([OH:22])(=[O:21])C>C(OCC)(=O)C.O>[OH:14][N:13]1[C:10]2[C:9]3[CH:15]=[CH:16][N:17]=[CH:18][C:8]=3[NH:7][C:6]3[N:1]=[CH:2][CH:3]=[CH:4][C:5]=3[C:11]=2[N:13]=[C:10]1[C:9]1[CH:15]=[CH:16][N:17]=[CH:18][C:8]=1[NH:7][C:19](=[O:21])[O:22][C:5]([CH3:11])([CH3:6])[CH3:4]. Reported procedure: A mixture of (6Z)-5H-dipyrido[2,3-b:4′,3′-f]azepine-5,6(11H)-dione 6-oxime (80.0 mg, 0.333 mmol), tert-butyl-(4fprmylpyridin-3yl)carbamate lammonium acetate (0.513 g, 6.66 mmol), water (0.12 mL) and acetic acid (0.76 mL) was stirred at 80° C. for 3 h. The solution was diluted with ethyl acetate and water, the organic solution was washed with brine, dried over MgSO4 and concentrated. The crude residue was purified by preparative LCMS to yield the desired product (102 mg, 69%). LCMS for C23H22N7O3...